This data is from the Open Reaction Database (ORD), a public repository of structured organic reaction records. The task is: describe an organic reaction: reactants, conditions, products, and yield Reactants: C(C1=CC=CC=C1)(=O)NC(=S)NC=1SC2=C(N1)C(=CC=C2C2=CC=CC=C2)OC (1-benzoyl-3-(4-methoxy-7-phenyl-benzothiazol-2-yl)-thiourea), C1CCOC1 (THF), C[O-].[Na+] (NaOMe). The solvent is CO (methanol). Run at time 72 hour. Yields the product COC1=CC=C(C2=C1N=C(S2)NC(=S)N)C2=CC=CC=C2 ((4-Methoxy-7-phenyl-benzothiazol-2-yl)-thiourea). The yield is 86.9%. Reaction SMILES: C([NH:9][C:10]([NH:12][C:13]1[S:14][C:15]2[C:21]([C:22]3[CH:27]=[CH:26][CH:25]=[CH:24][CH:23]=3)=[CH:20][CH:19]=[C:18]([O:28][CH3:29])[C:16]=2[N:17]=1)=[S:11])(=O)C1C=CC=CC=1.C1COCC1.C[O-].[Na+]>CO>[CH3:29][O:28][C:18]1[C:16]2[N:17]=[C:13]([NH:12][C:10]([NH2:9])=[S:11])[S:14][C:15]=2[C:21]([C:22]2[CH:27]=[CH:26][CH:25]=[CH:24][CH:23]=2)=[CH:20][CH:19]=1 |f:2.3|. Procedure: To a solution of 1-benzoyl-3-(4-methoxy-7-phenyl-benzothiazol-2-yl)-thiourea (1.3 g, 3.1 mmol) in methanol (20 ml)/THF (40 ml) was added NaOMe (250 mg, 4.6 mmol) and the mixture stirrd for 72 h at r.t. After evaporation of the solvents water (100 ml) was added with stirring followed by aceticacid (1 ml) which caused a solid to precipitate. This solid was collected and on a glass sinter, washed with water (100 ml), followed by EtOAc (30 ml) then finally cyclohexane (30 ml). After drying the title... Starting materials: Cl.C(C)(=O)O[C@H]1C(N(C2=C(S[C@H]1C1=CC=C(C=C1)OC)C1=CC=CC=C1C=C2)CCN(CC)CC)=O ((±)-cis-3-(acetyloxy)-5-[2-(diethylamino)ethyl]-2,3-dihydro-2-(4-methoxyphenyl)naphtho[1,2-b]-1,4-thiazepin-4(5H)-one hydrochloride), [OH-].[NH4+] (ammonium hydroxide). The solvent is O (water). Product: C(C)(=O)O[C@H]1C(N(C2=C(S[C@H]1C1=CC=C(C=C1)OC)C1=CC=CC=C1C=C2)CCN(CC)CC)=O ((±)-cis-3-(acetyloxy)-5-[2-(diethylamino)ethyl]-2,3-dihydro-2-(4-methoxyphenyl)naphtho[1,2-b]-1,4-thiazepin-4(5H)-one). As a reaction SMILES: Cl.[C:2]([O:5][C@@H:6]1[C@H:12]([C:13]2[CH:18]=[CH:17][C:16]([O:19][CH3:20])=[CH:15][CH:14]=2)[S:11][C:10]2[C:21]3[C:26]([CH:27]=[CH:28][C:9]=2[N:8]([CH2:29][CH2:30][N:31]([CH2:34][CH3:35])[CH2:32][CH3:33])[C:7]1=[O:36])=[CH:25][CH:24]=[CH:23][CH:22]=3)(=[O:4])[CH3:3].[OH-].[NH4+]>O>[C:2]([O:5][C@@H:6]1[C@H:12]([C:13]2[CH:18]=[CH:17][C:16]([O:19][CH3:20])=[CH:15][CH:14]=2)[S:11][C:10]2[C:21]3[C:26]([CH:27]=[CH:28][C:9]=2[N:8]([CH2:29][CH2:30][N:31]([CH2:32][CH3:33])[CH2:34][CH3:35])[C:7]1=[O:36])=[CH:25][CH:24]=[CH:23][CH:22]=3)(=[O:4])[CH3:3] |f:0.1,2.3|. Reported procedure: A sample of the above hydrochloride, in water was treated with concentrated ammonium hydroxide and the aqueous suspension was extracted with ether. The ether solutions were washed with water and dried (magnesium sulfate). Removal of the solvent gave the base, which after crystallization from ether afforded (±)-cis-3-(acetyloxy)-5-[2-(diethylamino)ethyl]-2,3-dihydro-2-(4-methoxyphenyl)naphtho[1,2-b]-1,4-thiazepin-4(5H)-one, mp 148°-149°. The reactants are [OH-].[K+] (KOH), C(C)OC(C1=CC=C(C=C1)\C=C\C1(CC=2C(CCC(C2C1)(C)C)(C)C)CCCCC)=O ((E)-4-[2-(4,4,7,7-tetramethyl-2-pentyl-2,3,4,5,6,7-hexahydro-1H-indene-2-yl)-vinyl]-benzoic acid ethyl ester), C1CCOC1 (THF). The solvent is O (water), C(C)O (ethanol). Product: CC1(C=2CC(CC2C(CC1)(C)C)(CCCCC)C=CC1=CC=C(C(=O)O)C=C1)C (4-[2-(4,4,7,7-tetramethyl-2-pentyl-2,3,4,5,6,7-hexahydro-1H-indene-2-yl)-vinyl]-benzoic acid). Isolated yield 61.2%. RXN SMILES: C([O:3][C:4](=[O:31])[C:5]1[CH:10]=[CH:9][C:8](/[CH:11]=[CH:12]/[C:13]2([CH2:26][CH2:27][CH2:28][CH2:29][CH3:30])[CH2:21][C:20]3[C:19]([CH3:23])([CH3:22])[CH2:18][CH2:17][C:16]([CH3:25])([CH3:24])[C:15]=3[CH2:14]2)=[CH:7][CH:6]=1)C.[OH-].[K+].C1COCC1>C(O)C.O>[CH3:23][C:19]1([CH3:22])[CH2:18][CH2:17][C:16]([CH3:24])([CH3:25])[C:15]2[CH2:14][C:13]([CH:12]=[CH:11][C:8]3[CH:7]=[CH:6][C:5]([C:4]([OH:31])=[O:3])=[CH:10][CH:9]=3)([CH2:26][CH2:27][CH2:28][CH2:29][CH3:30])[CH2:21][C:20]1=2 |f:1.2|. Procedure details: The ester (0.7 g) was dissolved in 10 ml of ethanol and treated with a solution of 1.8 g of KOH in 5 ml of water. After having added 4 ml of THF, the reaction mixture was reacted for 3 hours at 40° C., poured on ice/water, acidified with 2N HCL and extracted with ethyl acetate. The organic phase was dried (Na2SO4), the solvent evaporated, and the crystalline residue recrystallized from pentane to give 0.4 g of 4-[2-(4,4,7,7-tetramethyl-2-pentyl-2,3,4,5,6,7-hexahydro-1H-indene-2-yl)-vinyl]-benzoi... Reactants: C(C)OC1=CC=C(C=C1)C=CC1CC[Si](CC1)(C1=CC=CC=C1)CCCCC (4-(2-(4-ethoxyphenyl)ethenyl)-1-n-pentyl-1-phenyl- 1-silacyclohexane), [H][H] (hydrogen). Reagents/catalysts: [C].[Pd] (palladium-carbon). Run in C(C)(=O)OCC (ethyl acetate). The product is C(C)OC1=CC=C(C=C1)CCC1CC[Si](CC1)(C1=CC=CC=C1)CCCCC (4-(2-(4-ethoxyphenyl)ethyl)-1-n-pentyl-1-phenyl-1-silacyclohexane). As a reaction SMILES: [CH2:1]([O:3][C:4]1[CH:9]=[CH:8][C:7]([CH:10]=[CH:11][CH:12]2[CH2:17][CH2:16][Si:15]([CH2:24][CH2:25][CH2:26][CH2:27][CH3:28])([C:18]3[CH:23]=[CH:22][CH:21]=[CH:20][CH:19]=3)[CH2:14][CH2:13]2)=[CH:6][CH:5]=1)[CH3:2].[H][H]>C(OCC)(=O)C.[C].[Pd]>[CH2:1]([O:3][C:4]1[CH:5]=[CH:6][C:7]([CH2:10][CH2:11][CH:12]2[CH2:13][CH2:14][Si:15]([CH2:24][CH2:25][CH2:26][CH2:27][CH3:28])([C:18]3[CH:19]=[CH:20][CH:21]=[CH:22][CH:23]=3)[CH2:16][CH2:17]2)=[CH:8][CH:9]=1)[CH3:2] |f:3.4|. Procedure: 36.0 g of the thus obtained 4-(2-(4-ethoxyphenyl)ethenyl)-1-n-pentyl-1-phenyl- 1-silacyclohexane was dissolved in 100 ml of ethyl acetate, followed by hydrogenation at a pressure of 5 kg/cm2 of hydrogen at room temperature in the presence of 200 mg of palladium-carbon used as a catalyst. After the hydrogen had been consumed theoretically, the catalyst was removed by filtration and the resultant flitrate was concentrated to obtain 36.2 g (quantitative yield) of 4-(2-(4-ethoxyphenyl)ethyl)-1-n-pen... The reactants are Cl (hydrochloric acid), C(CCCCCCC)C1C(CC(C1=CCCCCCC(=O)O)=O)O (4-octyl-5-(6-carboxyhexylidene)-3-hydroxycyclopentanone), O1CCCC1 (tetrahydrofuran), [Cl-].[Na+] (sodium chloride). Run at time 4 day. Product: C(CCCCCCC)C1CC(CC1=CCCCCCC(=O)O)=O (4-octyl-5-(6-carboxyhexylidene)-2-cyclopentanone). Yield: 70.0%. As a reaction SMILES: [CH2:1]([CH:9]1[C:13](=[CH:14][CH2:15][CH2:16][CH2:17][CH2:18][CH2:19][C:20]([OH:22])=[O:21])[C:12](=O)[CH2:11][CH:10]1O)[CH2:2][CH2:3][CH2:4][CH2:5][CH2:6][CH2:7][CH3:8].Cl.[Cl-].[Na+].[O:28]1CCCC1>>[CH2:1]([CH:9]1[C:13](=[CH:14][CH2:15][CH2:16][CH2:17][CH2:18][CH2:19][C:20]([OH:22])=[O:21])[CH2:12][C:11](=[O:28])[CH2:10]1)[CH2:2][CH2:3][CH2:4][CH2:5][CH2:6][CH2:7][CH3:8] |f:2.3|. Reported procedure: 169 mg (0.5 mmole) of 4-octyl-5-(6-carboxyhexylidene)-3-hydroxycyclopentanone was dissolved in 3 ml of tetrahydrofuran, and ml of 0.5N hydrochloric acid was added. The mixture was stirred at room temperature for 4 days. A saturated aqueous solution of sodium chloride was added, and the mixture was extracted with ethyl acetate. The organic layer was washed with a saturated aqueous solution of sodium chloride, and dried over anhydrous magnesium sulfate. The dried product was filtered, concentrated... Reactants: COC(=O)C1CCCN1C(=O)OC(C)(C)C, ClCCl, O=[Cr](=O)([O-])O[Cr](=O)(=O)[O-], c1cc[nH+]cc1, c1cc[nH+]cc1. Product: COC(=O)C1CC(=O)CN1C(=O)OC(C)(C)C. Reaction SMILES: [CH3:1][O:2][C:3]([CH:4]1[N:5]([C:9](=[O:10])[O:11][C:12]([CH3:13])([CH3:14])[CH3:15])[CH2:6][CH2:7][CH2:8]1)=[O:16].[Cl:38][CH2:39][Cl:40].[Cr:17](=[O:18])([O:19][Cr:20]([O-:21])(=[O:22])=[O:23])([O-:24])=[O:25].[nH+:26]1[cH:27][cH:28][cH:29][cH:30][cH:31]1.[nH+:32]1[cH:33][cH:34][cH:35][cH:36][cH:37]1>>[CH3:1][O:2][C:3]([CH:4]1[N:5]([C:9](=[O:10])[O:11][C:12]([CH3:13])([CH3:14])[CH3:15])[CH2:6][C:7](=[O:18])[CH2:8]1)=[O:16].